This data is from the Open Reaction Database (ORD), a public repository of structured organic reaction records. The task is: describe an organic reaction: reactants, conditions, products, and yield Reactants: NC(CO)(C)C (2-amino-2-methyl-1-propanol), C1(=CC=CC=C1)COC1=CC=C(C(=O)Cl)C=C1 (4-(phenylmethoxy) benzoyl chloride). Solvent: ClCCl (dichloromethane). Conditions: time 48 hour. Yields the product CC1(N=C(OC1)C1=CC=C(C=C1)OCC1=CC=CC=C1)C (4,5-dihydro-4,4-dimethyl-2-[4-(phenylmethoxy)phenyl]oxazole). Yield: 90.0%. RXN SMILES: [NH2:1][C:2]([CH3:6])([CH3:5])[CH2:3][OH:4].[C:7]1([CH2:13][O:14][C:15]2[CH:23]=[CH:22][C:18]([C:19](Cl)=O)=[CH:17][CH:16]=2)[CH:12]=[CH:11][CH:10]=[CH:9][CH:8]=1>ClCCl>[CH3:5][C:2]1([CH3:6])[CH2:3][O:4][C:19]([C:18]2[CH:22]=[CH:23][C:15]([O:14][CH2:13][C:7]3[CH:12]=[CH:11][CH:10]=[CH:9][CH:8]=3)=[CH:16][CH:17]=2)=[N:1]1. Procedure: To a stirred and cooled (0° C.) mixture of 4.5 parts of 2-amino-2-methyl-1-propanol and 180 parts of dichloromethane were added portionwise 4.93 parts of 4-(phenylmethoxy) benzoyl chloride. Upon complete addition, stirring was continued for 48 hours at room temperature. The precipitate was filtered off and the filtrate was evaporated. The residue was stirred in 2,2'-oxybispropane. The precipitated product was filtered off and stirred in 9.6 parts of thionyl chloride during 1 hour. After evaporat...